This data is from the Open Reaction Database (ORD), a public repository of structured organic reaction records. The task is: describe an organic reaction: reactants, conditions, products, and yield Starting materials: C(C)(C)(C)OC(=O)N1CCN(CC1)C=1C=NC2=CC=CC=C2C1 (4-quinolin-3-yl-piperazine-1-carboxylic acid tert.-butyl ester), Cl (hydrochloric acid). The solvent is O1CCOCC1 (dioxane). Yields the product Cl.N1(CCNCC1)C=1C=NC2=CC=CC=C2C1 (3-Piperazin-1-yl-quinoline Hydrochloride). Reaction SMILES: C(OC([N:8]1[CH2:13][CH2:12][N:11]([C:14]2[CH:15]=[N:16][C:17]3[C:22]([CH:23]=2)=[CH:21][CH:20]=[CH:19][CH:18]=3)[CH2:10][CH2:9]1)=O)(C)(C)C.[ClH:24]>O1CCOCC1>[ClH:24].[N:11]1([C:14]2[CH:15]=[N:16][C:17]3[C:22]([CH:23]=2)=[CH:21][CH:20]=[CH:19][CH:18]=3)[CH2:10][CH2:9][NH:8][CH2:13][CH2:12]1 |f:3.4|. Reported procedure: Prepared in analogy to example 1.6(d) from 4-quinolin-3-yl-piperazine-1-carboxylic acid tert.-butyl ester and dioxane saturated with gaseous hydrochloric acid. Yellow solid. Reactants: C(C1=CC=CC=C1)Br (benzyl bromide), C(C1=CC=CC=C1)OCCC(C[C@H](NC(=O)OC(C)(C)C)[C@@H]1CCC(O1)=O)(C)C (5(S)-[5-benzyloxy-1(S)-tert-butoxycarbonylamino-3,3-dimethylpentyl]-2-oxo-tetrahydrofuran), C[Si](C)(C)[N-][Si](C)(C)C.[Li+] (lithiumbis(trimethylsilyl)amide). Solvent: O1CCCC1 (tetrahydrofuran), O1CCCC1 (tetrahydrofuran), O1CCCC1 (tetrahydrofuran), O1CCCC1 (tetrahydrofuran). Run at time 30 minute. Product: C(C1=CC=CC=C1)[C@H]1C(O[C@@H](C1)[C@H](CC(CCOCC1=CC=CC=C1)(C)C)NC(=O)OC(C)(C)C)=O (3(R)-Benzyl-5(S)-[5-benzyloxy-1(S)-tert-butoxycarbonylamino-3,3-dimethyl-pentyl]-2-oxotetrahydrofuran). As a reaction SMILES: [CH2:1]([O:8][CH2:9][CH2:10][C:11]([CH3:29])([CH3:28])[CH2:12][C@@H:13]([C@H:22]1[O:26][C:25](=[O:27])[CH2:24][CH2:23]1)[NH:14][C:15]([O:17][C:18]([CH3:21])([CH3:20])[CH3:19])=[O:16])[C:2]1[CH:7]=[CH:6][CH:5]=[CH:4][CH:3]=1.C[Si]([N-][Si](C)(C)C)(C)C.[Li+].[CH2:40](Br)[C:41]1[CH:46]=[CH:45][CH:44]=[CH:43][CH:42]=1>O1CCCC1>[CH2:40]([C@@H:24]1[CH2:23][C@@H:22]([C@@H:13]([NH:14][C:15]([O:17][C:18]([CH3:20])([CH3:21])[CH3:19])=[O:16])[CH2:12][C:11]([CH3:29])([CH3:28])[CH2:10][CH2:9][O:8][CH2:1][C:2]2[CH:3]=[CH:4][CH:5]=[CH:6][CH:7]=2)[O:26][C:25]1=[O:27])[C:41]1[CH:46]=[CH:45][CH:44]=[CH:43][CH:42]=1 |f:1.2|. Procedure details: A solution of 1.76 g of 5(S)-[5-benzyloxy-1(S)-tert-butoxycarbonylamino-3,3-dimethylpentyl]-2-oxo-tetrahydrofuran in 30 ml of tetrahydrofuran is added to a mixture of 9.14 ml of a 1M lithiumbis(trimethylsilyl)amide solution in tetrahydrofuran and 30 ml of tetrahydrofuran at -78° C. under argon and the mixture is stirred for 30 min. 0.63 ml of benzyl bromide in 30 ml of tetrahydrofuran are then added dropwise. After the mixture has been stirred at -78° C. for 3.5 h, the reaction is quenched by ad... Starting materials: C(C1=CC=CC=C1)N1CC(CC1)N=[N+]=[N-] (N-benzyl-3-azidopyrrolidine), C#CCC (butyne), steel. Run in CCCCCC.C(C)(=O)OCC (hexane ethyl acetate), C(C)O (ethanol). Yields the product C(C1=CC=CC=C1)N1CC(CC1)N1N=NC(=C1C)C (N-Benzyl-3-(4,5-dimethyl-1,2,3-triazol-1-yl)pyrrolidine). RXN SMILES: [CH2:1]([N:8]1[CH2:12][CH2:11][CH:10]([N:13]=[N+:14]=[N-:15])[CH2:9]1)[C:2]1[CH:7]=[CH:6][CH:5]=[CH:4][CH:3]=1.[CH:16]#[C:17][CH2:18][CH3:19]>C(O)C.CCCCCC.C(OCC)(=O)C>[CH2:1]([N:8]1[CH2:12][CH2:11][CH:10]([N:13]2[C:18]([CH3:19])=[C:17]([CH3:16])[N:15]=[N:14]2)[CH2:9]1)[C:2]1[CH:3]=[CH:4][CH:5]=[CH:6][CH:7]=1 |f:3.4|. Procedure details: To a solution of N-benzyl-3-azidopyrrolidine (2.02 g, 0.01 mole) in 30 ml of 98% ethanol was added 15 ml of butyne and heated in a sealed steel reaction vessel at 105°-110° C. for 24 hr. Removal of the solvent under reduced pressure afforded 2.55 g of the crude which contained 50% starting material. Chromatography over silica gel using hexane/ethyl acetate (1:1) as solvent yielded 0.88 g of the desired product. 1H NMR (CDCl3) δ: 7.36-7.2 (m, 5H), 4.95-4.8 (m, 1H), 3.7 (S, 2H), 3.2-3.1 (m, 1H), 2...